From a dataset of the Open Reaction Database (ORD), a public repository of structured organic reaction records. describe an organic reaction: reactants, conditions, products, and yield Reported procedure: To a solution of 5-bromopyridin-2-ol (1.0 g, 5.75 mmol) in DMF (10 mL) at RT, potassium tert-butoxide (0.68 g, 6.07 mmol) was added and the mixture was stirred for 30 min. To this mixture, (bromomethyl)cyclopropane (1.03 g, 8.62 mmol) was added, and the resulting mixture was stirred at 70° C. for 2 h. The mixture was allowed to cool to RT, diluted with EtOAc (50 mL) and quenched with water (20 mL). The organic layer was washed with water (2×20 mL) and brine (20 mL), dried over anhydrous MgSO4 an... Reactants: BrC=1C=CC(=NC1)O (5-bromopyridin-2-ol), CC(C)([O-])C.[K+] (potassium tert-butoxide), BrCC1CC1 ((bromomethyl)cyclopropane). Reaction SMILES: [Br:1][C:2]1[CH:3]=[CH:4][C:5]([OH:8])=[N:6][CH:7]=1.[CH3:9][C:10]([CH3:13])([O-])[CH3:11].[K+].BrCC1CC1>CN(C=O)C.CCOC(C)=O>[Br:1][C:2]1[CH:3]=[CH:4][C:5](=[O:8])[N:6]([CH2:9][CH:10]2[CH2:13][CH2:11]2)[CH:7]=1 |f:1.2|. Run at time 30 minute. Yields the product BrC=1C=CC(N(C1)CC1CC1)=O (5-bromo-1-(cyclopropylmethyl)pyridin-2(1H)-one). Solvent: CCOC(=O)C (EtOAc), CN(C)C=O (DMF). The reactants are O=C1CCc2ccccc21, [Li]CCCC, C=CCCC(C)c1ccccn1, Cl, C1CCOC1. Product: C=CCCC(C)(C1=CCc2ccccc21)c1ccccn1. As a reaction SMILES: [C:18]1(=[O:27])[CH2:19][CH2:20][c:21]2[cH:22][cH:23][cH:24][cH:25][c:26]21.[CH2:13]([Li:14])[CH2:15][CH2:16][CH3:17].[CH3:1][CH:2]([CH2:3][CH2:4][CH:5]=[CH2:6])[c:7]1[n:8][cH:9][cH:10][cH:11][cH:12]1.[ClH:28].[O:29]1[CH2:30][CH2:31][CH2:32][CH2:33]1>>[CH3:1][C:2]([CH2:3][CH2:4][CH:5]=[CH2:6])([c:7]1[n:8][cH:9][cH:10][cH:11][cH:12]1)[C:18]1=[CH:19][CH2:20][c:21]2[cH:22][cH:23][cH:24][cH:25][c:26]21. Starting materials: Cl, O=N[O-], Nc1nc2c(Cl)c(Cl)ccc2s1, [Na+], O. RXN SMILES: [ClH:13].[N:14](=[O:15])[O-:16].[NH2:1][c:2]1[s:3][c:4]2[c:5]([n:6]1)[c:7]([Cl:12])[c:8]([Cl:11])[cH:9][cH:10]2.[Na+:17].[OH2:18]>>[c:2]1(=[O:15])[s:3][c:4]2[c:5]([nH:6]1)[c:7]([Cl:12])[c:8]([Cl:11])[cH:9][cH:10]2. Product: O=c1[nH]c2c(Cl)c(Cl)ccc2s1. Reactants: SCCCS, CCCN(C)C(=O)c1cc(C(=O)OC)cc(C(=O)c2ccccc2)c1, ClCCl. Yields the product CCCN(C)C(=O)c1cc(C(=O)OC)cc(C2(c3ccccc3)SCCCS2)c1. As a reaction SMILES: [CH2:26]([CH2:27][CH2:28][SH:29])[SH:30].[CH3:1][O:2][C:3]([c:4]1[cH:5][c:6]([C:7](=[O:8])[N:9]([CH2:10][CH2:11][CH3:12])[CH3:13])[cH:14][c:15]([C:17]([c:18]2[cH:19][cH:20][cH:21][cH:22][cH:23]2)=[O:24])[cH:16]1)=[O:25].[Cl:31][CH2:32][Cl:33]>>[CH3:1][O:2][C:3]([c:4]1[cH:5][c:6]([C:7](=[O:8])[N:9]([CH2:10][CH2:11][CH3:12])[CH3:13])[cH:14][c:15]([C:17]2([c:18]3[cH:19][cH:20][cH:21][cH:22][cH:23]3)[S:29][CH2:28][CH2:27][CH2:26][S:30]2)[cH:16]1)=[O:25]. Starting materials: Cl (HCl), [N+](=O)([O-])C1=CC2=C(OCC(N2)=O)C=C1 (6-nitro-2H-benzo[b][1,4]oxazin-3(4H)-one), CO (MeOH), B.C1CCOC1 (BH3.THF). The solvent is C1CCOC1 (THF). Conditions: temperature 75 celsius, time 3.5 hour. The product is [N+](=O)([O-])C1=CC2=C(OCCN2)C=C1 (6-nitro-3,4-dihydro-2H-benzo[b][1,4]oxazine). Reaction SMILES: [N+:1]([C:4]1[CH:14]=[CH:13][C:7]2[O:8][CH2:9][C:10](=O)[NH:11][C:6]=2[CH:5]=1)([O-:3])=[O:2].B.C1COCC1.CO.Cl>C1COCC1>[N+:1]([C:4]1[CH:14]=[CH:13][C:7]2[O:8][CH2:9][CH2:10][NH:11][C:6]=2[CH:5]=1)([O-:3])=[O:2] |f:1.2|. Reported procedure: To a suspension of 6-nitro-2H-benzo[b][1,4]oxazin-3(4H)-one (1.45 g, 7.47 mmol) in THF (11 mL) was added BH3.THF (1 M solution in THF, 60 mL) at rt and the mixture was stirred at 75° C. After 3.5 h, the mixture was cooled to rt. To the cooled mixture was added MeOH (30 mL) and mixture was stirred at rt. After 30 minutes, the mixture was treated with concentrated HCl (6 mL, 72 mmol) and concentrated under reduced pressure. The residue was dissolved in EtOAc (50 mL×4), washed with brine (100 mL×2)... Starting materials: BrC1=C2C=CC(N(C2=CC=C1)CC=O)=O ((5-bromo-2-oxoquinolin-1(2H)-yl)acetaldehyde), O1CCOC2=C1C=CC(=C2)CN(C(OC(C)(C)C)=O)C2CCNCC2 (tert-butyl (2,3-dihydro-1,4-benzodioxin-6-ylmethyl)(piperidin-4-yl)carbamate), C(O)([O-])=O.[Na+] (sodium hydrogen carbonate), C(C)(=O)O[BH-](OC(C)=O)OC(C)=O.[Na+] (sodium triacetoxyborohydride). Run in C(C)(=O)O (acetic acid), C(Cl)(Cl)Cl (chloroform). Conditions: time 1 hour. Product: O1CCOC2=C1C=CC(=C2)CN(C(OC(C)(C)C)=O)C2CCN(CC2)CCN2C(C=CC1=C(C=CC=C21)Br)=O (tert-butyl (2,3-dihydro-1,4-benzodioxin-6-ylmethyl)(1-(2-(5-bromo-2-oxoquinolin-1(2H)-yl)ethyl)piperidin-4-yl)carbamate). The yield is 76.1%. Reaction SMILES: [Br:1][C:2]1[CH:11]=[CH:10][CH:9]=[C:8]2[C:3]=1[CH:4]=[CH:5][C:6](=[O:15])[N:7]2[CH2:12][CH:13]=O.[O:16]1[C:21]2[CH:22]=[CH:23][C:24]([CH2:26][N:27]([CH:35]3[CH2:40][CH2:39][NH:38][CH2:37][CH2:36]3)[C:28](=[O:34])[O:29][C:30]([CH3:33])([CH3:32])[CH3:31])=[CH:25][C:20]=2[O:19][CH2:18][CH2:17]1.C(O[BH-](OC(=O)C)OC(=O)C)(=O)C.[Na+].C(=O)([O-])O.[Na+]>C(O)(=O)C.C(Cl)(Cl)Cl>[O:16]1[C:21]2[CH:22]=[CH:23][C:24]([CH2:26][N:27]([CH:35]3[CH2:40][CH2:39][N:38]([CH2:13][CH2:12][N:7]4[C:8]5[C:3](=[C:2]([Br:1])[CH:11]=[CH:10][CH:9]=5)[CH:4]=[CH:5][C:6]4=[O:15])[CH2:37][CH2:36]3)[C:28](=[O:34])[O:29][C:30]([CH3:33])([CH3:31])[CH3:32])=[CH:25][C:20]=2[O:19][CH2:18][CH2:17]1 |f:2.3,4.5|. Reported procedure: To 25 mL of a chloroform solution containing 520 mg of (5-bromo-2-oxoquinolin-1(2H)-yl)acetaldehyde and 705 mg of tert-butyl (2,3-dihydro-1,4-benzodioxin-6-ylmethyl)(piperidin-4-yl)carbamate, 112 μL of acetic acid was added, and stirred at room temperature for 1 hour. To the reaction mixture, 629 mg of sodium triacetoxyborohydride was added, and stirred for 1.5 hours. Aqueous saturated sodium hydrogen carbonate solution was added, the organic layer was separated. The organic layer was washed wit... Reactants: NC1=C(C(=CC(=C1O)Cl)F)N1C(N(C(=CC1=O)C(F)(F)F)C)=O (3-(2-amino-4-chloro-6-fluoro-3-hydroxyphenyl)-1-methyl-6-trifluoromethyl-2,4(1H,3H)-pyrimidinedione), BrC/C=C/C(=O)OC (methyl 4-bromocrotonate), C([O-])(O)=O.[Na+] (sodium bicarbonate). The solvent is CO (methanol). Run at temperature 25 celsius, time 12 hour. Product: ClC1=CC(=C(C=2NCC(OC21)CC(=O)OC)N2C(N(C(=CC2=O)C(F)(F)F)C)=O)F (3-[8-Chloro-6-fluoro-2-(methoxycarbonyl)methyl-3,4-dihydro-2H-1,4-benzoxazin-5-yl]-1-methyl-6-trifluoromethyl-2,4(1H,3H)-pyrimidindione). Yield: 17.7%. RXN SMILES: [NH2:1][C:2]1[C:7]([OH:8])=[C:6]([Cl:9])[CH:5]=[C:4]([F:10])[C:3]=1[N:11]1[C:16](=[O:17])[CH:15]=[C:14]([C:18]([F:21])([F:20])[F:19])[N:13]([CH3:22])[C:12]1=[O:23].Br[CH2:25]/[CH:26]=[CH:27]/[C:28]([O:30][CH3:31])=[O:29].C(=O)(O)[O-].[Na+]>CO>[Cl:9][C:6]1[C:7]2[O:8][CH:26]([CH2:27][C:28]([O:30][CH3:31])=[O:29])[CH2:25][NH:1][C:2]=2[C:3]([N:11]2[C:16](=[O:17])[CH:15]=[C:14]([C:18]([F:21])([F:20])[F:19])[N:13]([CH3:22])[C:12]2=[O:23])=[C:4]([F:10])[CH:5]=1 |f:2.3|. Procedure details: A mixture of 3-(2-amino-4-chloro-6-fluoro-3-hydroxyphenyl)-1-methyl-6-trifluoromethyl-2,4(1H,3H)-pyrimidinedione (0.43 g), methyl 4-bromocrotonate (0.22 g ) and sodium bicarbonate (0.3 g ) in methanol was stirred at 25° C. for 12 hours . The solvent was removed under reduced pressure and ethyl acetate (200 ml) was added. The organic phase was washed with saturated brine, dried over anhydrous sodium sulfate and concentrated to an oil. The crude product was purified by column chromatography on sil... Procedure: 2.5 ml of acetic anhydride are added to a solution of 0.1 g of the compound of Example 20 in 2.5 ml of pyridine. After reacting for 12 hours at room temperature, the reaction mixture is concentrated under reduced pressure. Chromatography on silica gel (eluant: dichloromethane) allows the expected product to be isolated. Run in N1=CC=CC=C1 (pyridine). Reactants: C(C)(=O)OC(C)=O (acetic anhydride), O[C@H]1[C@H](C(OC=2C1=C1N(C=3C=C4C(=CC3C(C1=C(C2)OC)=O)C=CC=C4)C)(C)C)OC(C4=CC=CC=C4)=O ((±)-cis-1-Hydroxy-2-benzoyloxy-6-methoxy-3,3,14-trimethyl-2,3,7,14-tetrahydro-1H-benzo[b]pyrano[3,2-h]acridin-7-one). Reaction SMILES: [C:1](OC(=O)C)(=[O:3])[CH3:2].[OH:8][C@@H:9]1[C:14]2=[C:15]3[C:24](=[C:25]([O:27][CH3:28])[CH:26]=[C:13]2[O:12][C:11]([CH3:36])([CH3:35])[C@@H:10]1[O:37][C:38](=[O:45])[C:39]1[CH:44]=[CH:43][CH:42]=[CH:41][CH:40]=1)[C:23](=[O:29])[C:22]1[CH:21]=[C:20]2[CH:30]=[CH:31][CH:32]=[CH:33][C:19]2=[CH:18][C:17]=1[N:16]3[CH3:34]>N1C=CC=CC=1>[C:1]([O:8][C@@H:9]1[C:14]2=[C:15]3[C:24](=[C:25]([O:27][CH3:28])[CH:26]=[C:13]2[O:12][C:11]([CH3:36])([CH3:35])[C@@H:10]1[O:37][C:38](=[O:45])[C:39]1[CH:44]=[CH:43][CH:42]=[CH:41][CH:40]=1)[C:23](=[O:29])[C:22]1[CH:21]=[C:20]2[CH:30]=[CH:31][CH:32]=[CH:33][C:19]2=[CH:18][C:17]=1[N:16]3[CH3:34])(=[O:3])[CH3:2]. Reaction conditions: time 12 hour. Product: C(C)(=O)O[C@H]1[C@H](C(OC=2C1=C1N(C=3C=C4C(=CC3C(C1=C(C2)OC)=O)C=CC=C4)C)(C)C)OC(C4=CC=CC=C4)=O ((±)-cis-1-Acetoxy-2-benzoyloxy-6-methoxy-3,3,14-trimethyl-2,3,7,14-tetrahydro-1H-benzo[b]pyrano[3,2-h]acridin-7-one).